From a dataset of the Open Reaction Database (ORD), a public repository of structured organic reaction records. describe an organic reaction: reactants, conditions, products, and yield Reactants: C1CCOC1, FC(F)(F)c1ccc(-c2cccc(CCl)c2)cc1, c1cnc(N2CCNCC2)nc1. The product is FC(F)(F)c1ccc(-c2cccc(CN3CCN(c4ncccn4)CC3)c2)cc1. Reaction SMILES: [CH2:31]1[O:32][CH2:33][CH2:34][CH2:35]1.[Cl:13][CH2:14][c:15]1[cH:16][c:17](-[c:21]2[cH:22][cH:23][c:24]([C:27]([F:28])([F:29])[F:30])[cH:25][cH:26]2)[cH:18][cH:19][cH:20]1.[n:1]1[c:2]([N:7]2[CH2:8][CH2:9][NH:10][CH2:11][CH2:12]2)[n:3][cH:4][cH:5][cH:6]1>>[n:1]1[c:2]([N:7]2[CH2:8][CH2:9][N:10]([CH2:14][c:15]3[cH:16][c:17](-[c:21]4[cH:22][cH:23][c:24]([C:27]([F:28])([F:29])[F:30])[cH:25][cH:26]4)[cH:18][cH:19][cH:20]3)[CH2:11][CH2:12]2)[n:3][cH:4][cH:5][cH:6]1. Starting materials: [OH-].[NH4+] (ammonium hydroxide), CN1C=C(C2=CC=CC=C12)C=1C(OC(C1C1=CC(=CC=C1)OCCN1CCOCC1)=O)=O (3-(1-Methylindol-3-yl)-4-[3-(2-morpholin-4-ylethyloxy)phenyl]furan-2,5-dione). Solvent: O (water), CO (MeOH), C(Cl)Cl (CH2Cl2), CN(C)C=O (DMF). Reaction conditions: temperature 140 celsius. The product is [NH4+].[OH-] (NH4OH), CN1C=C(C2=CC=CC=C12)C=1C(NC(C1C1=CC(=CC=C1)OCCN1CCOCC1)=O)=O (3-(1-methylindol-3-yl)4-[3-(2-morpholin-4-ylethyloxy)phenyl]-1H-pyrrole-2,5-dione). Yield: 99.0%. RXN SMILES: [CH3:1][N:2]1[C:10]2[C:5](=[CH:6][CH:7]=[CH:8][CH:9]=2)[C:4]([C:11]2[C:12](=[O:32])[O:13][C:14](=O)[C:15]=2[C:16]2[CH:21]=[CH:20][CH:19]=[C:18]([O:22][CH2:23][CH2:24][N:25]3[CH2:30][CH2:29][O:28][CH2:27][CH2:26]3)[CH:17]=2)=[CH:3]1.[OH-].[NH4+:34]>CN(C=O)C.O.CO.C(Cl)Cl>[NH4+:2].[OH-:13].[CH3:1][N:2]1[C:10]2[C:5](=[CH:6][CH:7]=[CH:8][CH:9]=2)[C:4]([C:11]2[C:12](=[O:32])[NH:34][C:14](=[O:13])[C:15]=2[C:16]2[CH:21]=[CH:20][CH:19]=[C:18]([O:22][CH2:23][CH2:24][N:25]3[CH2:30][CH2:29][O:28][CH2:27][CH2:26]3)[CH:17]=2)=[CH:3]1 |f:1.2,7.8|. Reported procedure: 3-(1-Methylindol-3-yl)-4-[3-(2-morpholin-4-ylethyloxy)phenyl]furan-2,5-dione was then dissolved in DMF (5 mL) and ammonium hydroxide (10 mL) was added. The resulting mixture was heated at 140° C. for 4 h, then cooled to room temperature, and diluted with water. The product was extracted into EtOAc. The EtOAc layer was washed with NaCl (sat.) and dried over sodium sulfate. Purificaiton on a silica gel column with 5% (10% NH4OH in MeOH) in CH2Cl2 gave 3-(1-methylindol-3-yl)4-[3-(2-morpholin-4-ylet...